From a dataset of the Open Reaction Database (ORD), a public repository of structured organic reaction records. describe an organic reaction: reactants, conditions, products, and yield The reactants are Clc1cccc(-c2ccccc2)c1CBr, CC(=O)O, ClC(Cl)Cl, [Cl-], [Na+], O. Reaction SMILES: [Br:1][CH2:2][c:3]1[c:4](-[c:10]2[cH:11][cH:12][cH:13][cH:14][cH:15]2)[cH:5][cH:6][cH:7][c:8]1[Cl:9].[CH3:16][C:17]([OH:18])=[O:19].[CH:23]([Cl:24])([Cl:25])[Cl:26].[Cl-:22].[Na+:21].[OH2:20]>>[CH:2]([c:3]1[c:4](-[c:10]2[cH:11][cH:12][cH:13][cH:14][cH:15]2)[cH:5][cH:6][cH:7][c:8]1[Cl:9])=[O:18]. Product: O=Cc1c(Cl)cccc1-c1ccccc1.